This data is from the Open Reaction Database (ORD), a public repository of structured organic reaction records. The task is: describe an organic reaction: reactants, conditions, products, and yield Starting materials: C(=O)(OCC1=CC=CC=C1)NCCCCC1=C(C=CC=C1)OCC(CO)O (N-Cbz-4-[(2,3-Dihydroxypropyloxy)phenyl]butylamine), [H][H] (hydrogen). Reagents/catalysts: [Pd] (Pd/C). Solvent: CO (methanol), CO (methanol). The product is OC(COC1=C(C=CC=C1)CCCCN)CO (4-[(2,3-Dihydroxypropyloxy)phenyl]butylamine). Isolated yield 67.2%. Reaction SMILES: C([NH:11][CH2:12][CH2:13][CH2:14][CH2:15][C:16]1[CH:21]=[CH:20][CH:19]=[CH:18][C:17]=1[O:22][CH2:23][CH:24]([OH:27])[CH2:25][OH:26])(OCC1C=CC=CC=1)=O.[H][H]>CO.[Pd]>[OH:27][CH:24]([CH2:25][OH:26])[CH2:23][O:22][C:17]1[CH:18]=[CH:19][CH:20]=[CH:21][C:16]=1[CH2:15][CH2:14][CH2:13][CH2:12][NH2:11]. Procedure: Cbz-protected amine 31 (2.1 g, 5.6 mmol) was dissolved in methanol (50 mL) and Pd/C (0.46 g, 5% wet.) was added in methanol (20 mL). The reaction mixture was stirred for 3 h at 1 atmosphere of hydrogen, then the solution was filtered through a pad of silica gel. The solvent was then evaporated to give free amine 32 (0.9 g, 66%). 1H NMR (300 MHz, DMSO-d6) δ 1.37 (m, 2H), 1.50 (m, 2H), 2.92 (m, 1H), 3.22-4.05 (br s, 4H), 3.43 (m, 2H), 3.93 (m, 1H) 6.82 (d, 2H), 7.07 (d, 2H).